Dataset: the Open Reaction Database (ORD), a public repository of structured organic reaction records. Task: describe an organic reaction: reactants, conditions, products, and yield Reactants: O=C([O-])[O-], CN1C(CCC(C)(C)Cl)C(=O)N(CCl)S1(=O)=O, [K+], [K+], CN(C)C=O, O=C(O)c1c(Cl)cccc1Cl. Yields the product CN1C(CCC(C)(C)Cl)C(=O)N(COC(=O)c2c(Cl)cccc2Cl)S1(=O)=O. Reaction SMILES: [C:29](=[O:30])([O-:31])[O-:32].[Cl:1][CH2:2][N:3]1[S:4](=[O:16])(=[O:17])[N:5]([CH3:15])[CH:6]([CH2:9][CH2:10][C:11]([CH3:12])([Cl:13])[CH3:14])[C:7]1=[O:8].[K+:33].[K+:34].[O:35]=[CH:36][N:37]([CH3:38])[CH3:39].[OH:18][C:19](=[O:20])[c:21]1[c:22]([Cl:23])[cH:24][cH:25][cH:26][c:27]1[Cl:28]>>[CH2:2]([N:3]1[S:4](=[O:16])(=[O:17])[N:5]([CH3:15])[CH:6]([CH2:9][CH2:10][C:11]([CH3:12])([Cl:13])[CH3:14])[C:7]1=[O:8])[O:20][C:19](=[O:18])[c:21]1[c:22]([Cl:23])[cH:24][cH:25][cH:26][c:27]1[Cl:28]. Reactants: COc1cc2c(Oc3ccc4[nH]cc(C)c4c3)ncnc2cc1OCC1CCN(C(=O)OC(C)(C)C)CC1, ClCCl. Product: COc1cc2c(Oc3ccc4[nH]cc(C)c4c3)ncnc2cc1OCC1CCNCC1. RXN SMILES: [CH3:1][O:2][c:3]1[cH:4][c:5]2[c:6]([O:28][c:29]3[cH:30][c:31]4[c:32]([CH3:38])[cH:33][nH:34][c:35]4[cH:36][cH:37]3)[n:7][cH:8][n:9][c:10]2[cH:11][c:12]1[O:13][CH2:14][CH:15]1[CH2:16][CH2:17][N:18]([C:21]([O:22][C:23]([CH3:24])([CH3:25])[CH3:26])=[O:27])[CH2:19][CH2:20]1.[Cl:39][CH2:40][Cl:41]>>[CH3:1][O:2][c:3]1[cH:4][c:5]2[c:6]([O:28][c:29]3[cH:30][c:31]4[c:32]([CH3:38])[cH:33][nH:34][c:35]4[cH:36][cH:37]3)[n:7][cH:8][n:9][c:10]2[cH:11][c:12]1[O:13][CH2:14][CH:15]1[CH2:16][CH2:17][NH:18][CH2:19][CH2:20]1. Starting materials: C(#N)C1=CC(=NN1C1=C(C=C(C(=C1)SCC(F)(F)F)C)F)OCC(C(F)(F)F)(F)F (5-cyano-1-{2-fluoro-4-methyl-5-(2,2,2-trifluoroethylthio)phenyl}-3-(2,2,3,3,3-pentafluoropropoxy)pyrazole), ClC1=CC(=CC=C1)C(=O)OO (m-chloroperbenzoic acid). The solvent is C(Cl)(Cl)Cl (chloroform). Conditions: time 1 hour. The product is C(#N)C1=CC(=NN1C1=C(C=C(C(=C1)S(=O)CC(F)(F)F)C)F)OCC(C(F)(F)F)(F)F (5-cyano-1-{2-fluoro-4-methyl-5-(2,2,2-trifluoroethylsulfinyl)phenyl}-3-(2,2,3,3,3-pentafluoropropoxy)pyrazole). Isolated yield 96.7%. Reaction SMILES: [C:1]([C:3]1[N:7]([C:8]2[CH:13]=[C:12]([S:14][CH2:15][C:16]([F:19])([F:18])[F:17])[C:11]([CH3:20])=[CH:10][C:9]=2[F:21])[N:6]=[C:5]([O:22][CH2:23][C:24]([F:30])([F:29])[C:25]([F:28])([F:27])[F:26])[CH:4]=1)#[N:2].ClC1C=CC=C(C(OO)=[O:39])C=1>C(Cl)(Cl)Cl>[C:1]([C:3]1[N:7]([C:8]2[CH:13]=[C:12]([S:14]([CH2:15][C:16]([F:17])([F:18])[F:19])=[O:39])[C:11]([CH3:20])=[CH:10][C:9]=2[F:21])[N:6]=[C:5]([O:22][CH2:23][C:24]([F:30])([F:29])[C:25]([F:28])([F:27])[F:26])[CH:4]=1)#[N:2]. Procedure: 0.40 g of 5-cyano-1-{2-fluoro-4-methyl-5-(2,2,2-trifluoroethylthio)phenyl}-3-(2,2,3,3,3-pentafluoropropoxy)pyrazole was dissolved in 10 mL of chloroform, and 200mg of m-chloroperbenzoic acid (purity: 75%) was added under cooling with ice. After stirring for one hour under cooling with ice, the solution was washed with an aqueous sodium thiosulfate solution and then washed with an aqueous sodium hydrogen carbonate solution, and then dried over anhydrous magnesium sulfate. Then, the solvent was di... Yields the product CC(C)Cc1ncc(-c2ccnc(Nc3ccccc3)n2)n1C. Reactants: CC(C)=Cc1ncc(-c2ccnc(Nc3ccccc3)n2)n1C, CCO. As a reaction SMILES: [CH3:1][n:2]1[c:3]([CH:20]=[C:21]([CH3:22])[CH3:23])[n:4][cH:5][c:6]1-[c:7]1[n:8][c:9]([NH:13][c:14]2[cH:15][cH:16][cH:17][cH:18][cH:19]2)[n:10][cH:11][cH:12]1.[CH3:24][CH2:25][OH:26]>>[CH3:1][n:2]1[c:3]([CH2:20][CH:21]([CH3:22])[CH3:23])[n:4][cH:5][c:6]1-[c:7]1[n:8][c:9]([NH:13][c:14]2[cH:15][cH:16][cH:17][cH:18][cH:19]2)[n:10][cH:11][cH:12]1.